describe an organic reaction: reactants, conditions, products, and yield From a dataset of the Open Reaction Database (ORD), a public repository of structured organic reaction records. Reactants: FC(C=1C=C(CN(C(C2=CN=C(C=C2C2=C(C=CC=C2)C)I)=O)C)C=C(C1)C(F)(F)F)(F)F (N-(3,5-Bis-trifluoromethyl-benzyl)-6-iodo-N-methyl-4-o-tolyl-nicotinamide), FC(C=1C=C(CN(C(C2=CN=C(C=C2C2=CC=C(C=C2)F)Cl)=O)C)C=C(C1)C(F)(F)F)(F)F (N-(3,5-bis-trifluoromethyl-benzyl)-6-chloro-4-(4-fluoro-phenyl)-N-methyl-nicotinamide). Yields the product FC(C=1C=C(CN(C(C2=CN=C(C=C2C2=CC=C(C=C2)F)I)=O)C)C=C(C1)C(F)(F)F)(F)F (N-(3,5-Bis-trifluoromethyl-benzyl)-4-(4-fluoro-phenyl)-6-iodo-N-methyl-nicotinamide). As a reaction SMILES: [F:1][C:2]([F:33])([F:32])[C:3]1[CH:4]=[C:5]([CH:25]=[C:26]([C:28]([F:31])([F:30])[F:29])[CH:27]=1)[CH2:6][N:7]([CH3:24])[C:8](=[O:23])[C:9]1[C:14]([C:15]2[CH:20]=[CH:19][CH:18]=[CH:17][C:16]=2C)=[CH:13][C:12]([I:22])=[N:11][CH:10]=1.[F:34]C(F)(F)C1C=C(C=C(C(F)(F)F)C=1)CN(C)C(=O)C1C(C2C=CC(F)=CC=2)=CC(Cl)=NC=1>>[F:29][C:28]([F:30])([F:31])[C:26]1[CH:25]=[C:5]([CH:4]=[C:3]([C:2]([F:32])([F:1])[F:33])[CH:27]=1)[CH2:6][N:7]([CH3:24])[C:8](=[O:23])[C:9]1[C:14]([C:15]2[CH:16]=[CH:17][C:18]([F:34])=[CH:19][CH:20]=2)=[CH:13][C:12]([I:22])=[N:11][CH:10]=1. Procedure: The title compound is prepared according to the procedure described above for the preparation of N-(3,5-bis-trifluoromethyl-benzyl)-6-iodo-N-methyl-4-o-tolyl-nicotinamide (Example 4) using N-(3,5-bis-trifluoromethyl-benzyl)-6-chloro-4-(4-fluoro-phenyl)-N-methyl-nicotinamide (Example 36) instead of N-(3,5-bis-trifluoromethyl-benzyl)-6-chloro-N-methyl-4-o-tolyl-nicotinamide.